From a dataset of the Open Reaction Database (ORD), a public repository of structured organic reaction records. describe an organic reaction: reactants, conditions, products, and yield Starting materials: O (Water), C1(=CC=CC=C1)C1(COC2=C1C=CC=C2)CCCN(C)C (3-(3-phenyl-2,3-dihydrobenzofuran-3-yl)-N,N-dimethylpropylamine), C(=O)([O-])[O-].[K+].[K+] (K2CO3), ClC(=O)OCC(Cl)(Cl)Cl (2,2,2-trichloroethyl chloroformate). Run in C(Cl)Cl (CH2Cl2), C(Cl)Cl (CH2Cl2). Yields the product C1(=CC=CC=C1)C1(COC2=C1C=CC=C2)CCCN(C)C(=O)OCC(Cl)(Cl)Cl (3-(3-Phenyl-2,3-dihydrobenzofuran-3-yl)-N-(2,2,2-trichloroethoxycarbonyl)-N-methylpropylamine). The yield is 30.4%. As a reaction SMILES: [C:1]1([C:7]2([CH2:16][CH2:17][CH2:18][N:19](C)[CH3:20])[C:11]3[CH:12]=[CH:13][CH:14]=[CH:15][C:10]=3[O:9][CH2:8]2)[CH:6]=[CH:5][CH:4]=[CH:3][CH:2]=1.C([O-])([O-])=O.[K+].[K+].Cl[C:29]([O:31][CH2:32][C:33]([Cl:36])([Cl:35])[Cl:34])=[O:30].O>C(Cl)Cl>[C:1]1([C:7]2([CH2:16][CH2:17][CH2:18][N:19]([C:29]([O:31][CH2:32][C:33]([Cl:36])([Cl:35])[Cl:34])=[O:30])[CH3:20])[C:11]3[CH:12]=[CH:13][CH:14]=[CH:15][C:10]=3[O:9][CH2:8]2)[CH:2]=[CH:3][CH:4]=[CH:5][CH:6]=1 |f:1.2.3|. Procedure: A mixture of 3-(3-phenyl-2,3-dihydrobenzofuran-3-yl)-N,N-dimethylpropylamine (7.40 g, 26 mmol), anhydrous K2CO3 (14.3 g, 104 mmol), and CH2Cl2 (125 ml) was stirred at 5°. A solution of 2,2,2-trichloroethyl chloroformate (4.3 ml, 32 mmol) in CH2Cl2 (5 ml) was added dropwise over 15 minutes. The reaction mixture was stirred at room temperature for 4 hours. Water was then added to dissolve the inorganic salts and the phases were separated. The organic phase was washed with saturated NaHCO3 and satu...